Task: describe an organic reaction: reactants, conditions, products, and yield. Dataset: the Open Reaction Database (ORD), a public repository of structured organic reaction records Reactants: COC=CC(C)=O (4-methoxy-3-buten-2-one), CC=1C=C(CN)C=CC1 (3-methylbenzylamine). Yields the product C1(=CC(=CC=C1)CNC=CC(C)=O)C (4-(m-tolylmethylamino)but-3-en-2-one). RXN SMILES: CO[CH:3]=[CH:4][C:5](=[O:7])[CH3:6].[CH3:8][C:9]1[CH:10]=[C:11]([CH:14]=[CH:15][CH:16]=1)[CH2:12][NH2:13]>>[C:9]1([CH3:8])[CH:16]=[CH:15][CH:14]=[C:11]([CH2:12][NH:13][CH:3]=[CH:4][C:5](=[O:7])[CH3:6])[CH:10]=1. Procedure: The title compound 62 is prepared according to the procedure reported in step A of Example 18 with 4-methoxy-3-buten-2-one (0.1 g, 1 mmol) and 3-methylbenzylamine (0.125 g, 1 mmol) as reactants. Yellow oil. (Yield 0.19 g, 100%). Starting materials: CN(C)C=O, COC(=O)c1cc(F)cc([N+](=O)[O-])c1CBr, [N-]=[N+]=[N-], [Na+], O. The product is COC(=O)c1cc(F)cc([N+](=O)[O-])c1CN=[N+]=[N-]. RXN SMILES: [CH3:17][N:18]([CH3:19])[CH:20]=[O:21].[CH3:1][O:2][C:3]([c:4]1[c:5]([CH2:14][Br:15])[c:6]([N+:11](=[O:12])[O-:13])[cH:7][c:8]([F:10])[cH:9]1)=[O:16].[N-:23]=[N+:24]=[N-:25].[Na+:22].[OH2:26]>>[CH3:1][O:2][C:3]([c:4]1[c:5]([CH2:14][N:23]=[N+:24]=[N-:25])[c:6]([N+:11](=[O:12])[O-:13])[cH:7][c:8]([F:10])[cH:9]1)=[O:16]. Starting materials: COC=1C=C(CC2NCCC3=CC(=CC(=C23)OC)OC)C=CC1OC (1-(3,4-Dimethoxy-benzyl)-6,8-dimethoxy-1,2,3,4-tetrahydroisoquinoline), BrCC(=O)Br (2-bromoacetyl bromide), N[C@@H]1[C@@H](CC2=CC=CC=C12)O ((1S,2R)-1-amino-2-indanol). Product: COC=1C=C(CC2N(CCC3=CC(=CC(=C23)OC)OC)CC(=O)N[C@@H]2[C@@H](CC3=CC=CC=C23)O)C=CC1OC (2-[1-(3,4-Dimethoxy-benzyl)-6,8-dimethoxy-3,4-dihydro-1H-isoquinolin-2-yl]-N-[(1S,2R)-2-hydroxy-indan-1-yl]-acetamide). RXN SMILES: [CH3:1][O:2][C:3]1[CH:4]=[C:5]([CH:21]=[CH:22][C:23]=1[O:24][CH3:25])[CH2:6][CH:7]1[C:16]2[C:11](=[CH:12][C:13]([O:19][CH3:20])=[CH:14][C:15]=2[O:17][CH3:18])[CH2:10][CH2:9][NH:8]1.Br[CH2:27][C:28](Br)=[O:29].[NH2:31][C@H:32]1[C:40]2[C:35](=[CH:36][CH:37]=[CH:38][CH:39]=2)[CH2:34][C@H:33]1[OH:41]>>[CH3:1][O:2][C:3]1[CH:4]=[C:5]([CH:21]=[CH:22][C:23]=1[O:24][CH3:25])[CH2:6][CH:7]1[C:16]2[C:11](=[CH:12][C:13]([O:19][CH3:20])=[CH:14][C:15]=2[O:17][CH3:18])[CH2:10][CH2:9][N:8]1[CH2:27][C:28]([NH:31][C@H:32]1[C:40]2[C:35](=[CH:36][CH:37]=[CH:38][CH:39]=2)[CH2:34][C@H:33]1[OH:41])=[O:29]. Reported procedure: prepared by reaction of 1-(3,4-Dimethoxy-benzyl)-6,8-dimethoxy-1,2,3,4-tetrahydroisoquinoline and 2-bromoacetyl bromide with (1S,2R)-1-amino-2-indanol Starting materials: C(C)OC(=O)NC1=C(C(=O)OC)C=CC(=C1)[N+](=O)[O-] (methyl 2-ethoxycarbonylamino-4-nitrobenzoate), [H-].[Na+] (sodium hydride), ice water, BrCCCCCl (1-bromo-4-chlorobutane). Solvent: CN(C=O)C (dimethylformamide). Run at time 1 hour. Product: ClCCCCN(C(=O)OCC)C1=C(C(=O)OC)C=CC(=C1)[N+](=O)[O-] (methyl 2-[N-(4-chlorobutyl)-N-ethoxycarbonylamino]-4-nitrobenzoate). Yield: 43.0%. RXN SMILES: [CH2:1]([O:3][C:4]([NH:6][C:7]1[CH:16]=[C:15]([N+:17]([O-:19])=[O:18])[CH:14]=[CH:13][C:8]=1[C:9]([O:11][CH3:12])=[O:10])=[O:5])[CH3:2].[H-].[Na+].Br[CH2:23][CH2:24][CH2:25][CH2:26][Cl:27]>CN(C)C=O>[Cl:27][CH2:26][CH2:25][CH2:24][CH2:23][N:6]([C:7]1[CH:16]=[C:15]([N+:17]([O-:19])=[O:18])[CH:14]=[CH:13][C:8]=1[C:9]([O:11][CH3:12])=[O:10])[C:4]([O:3][CH2:1][CH3:2])=[O:5] |f:1.2|. Procedure: To a stirred solution of methyl 2-ethoxycarbonylamino-4-nitrobenzoate (4.00 g) in dry dimethylformamide (40 ml) was added sodium hydride (715 mg, 60% oil suspension) in several portions on an ice-bath. After stirring for 1 hour, 1-bromo-4-chlorobutane (2.81 g) was added thereto, and the resulted mixture was stirred for 18 hours at room temperature. The reaction mixture was poured into ice-water, and extracted with ethyl acetate. The extract was washed in turn with water and brine, dried over mag... Procedure details: A solution of 0.6 g. (2 mM) of the benzylidenerhodanine of Example 16 in 10 ml. of 15% NaOH is refluxed under nitrogen for 0.5 hour, cooled, and poured into cold dilute HCl to form a tan precipitate. The solid is collected, washed with water and recrystallized from methanol to give 5-methoxy-1-oxo-1H-2-benzothiopyran-3-carboxylic acid as yellow needles, m.p. 283°-284°. Product: COC1=CC=CC2=C1C=C(SC2=O)C(=O)O (5-methoxy-1-oxo-1H-2-benzothiopyran-3-carboxylic acid). Reaction SMILES: [C:1]([C:4]1[CH:17]=[CH:16][CH:15]=[C:14]([O:18][CH3:19])[C:5]=1[CH:6]=[C:7]1[S:11]C(=S)N[C:8]1=[O:13])([OH:3])=O.[OH-:20].[Na+].Cl>>[CH3:19][O:18][C:14]1[C:5]2[CH:6]=[C:7]([C:8]([OH:20])=[O:13])[S:11][C:1](=[O:3])[C:4]=2[CH:17]=[CH:16][CH:15]=1 |f:1.2|. Reactants: C(=O)(O)C1=C(C=C2C(NC(S2)=S)=O)C(=CC=C1)OC (5-(2-carboxy-6-methoxybenzylidene)rhodanine), [OH-].[Na+] (NaOH), Cl (HCl). The reactants are S1C2=C(C=C1CC#N)C=CC=C2 (benzo[b]thiophen-2-acetonitrile), BrCCCBr (1,3-dibromopropane), [OH-].[K+] (potassium hydroxide), ice, Cl (hydrochloric acid). Run in CCOCC (ether), CS(=O)C (dimethyl sulphoxide). Run at time 4 hour. The product is S1C2=C(C=C1C1(CCC1)C#N)C=CC=C2 (1-(benzo[b]thiophen-2-yl)cyclobutanecarbonitrile). Reaction SMILES: [S:1]1[C:5]([CH2:6][C:7]#[N:8])=[CH:4][C:3]2[CH:9]=[CH:10][CH:11]=[CH:12][C:2]1=2.Br[CH2:14][CH2:15][CH2:16]Br.[OH-].[K+].Cl>CCOCC.CS(C)=O>[S:1]1[C:5]([C:6]2([C:7]#[N:8])[CH2:16][CH2:15][CH2:14]2)=[CH:4][C:3]2[CH:9]=[CH:10][CH:11]=[CH:12][C:2]1=2 |f:2.3|. Procedure details: A solution of benzo[b]thiophen-2-acetonitrile (8.05 g) and 1,3-dibromopropane (5.2 ml) in ether (50 ml) was added dropwise under nitrogen over 1 hour to a stirred, ice-cold suspension of finely-powdered potassium hydroxide (13.53 g) in dimethyl sulphoxide (100 ml). When the addition was complete, the mixture was stirred at ambient temperature for 4 hours, then it was added to ice-cold water (200 ml). The resulting mixture was acidified to pH4 by the addition of concentrated hydrochloric acid, th...